Task: describe an organic reaction: reactants, conditions, products, and yield. Dataset: the Open Reaction Database (ORD), a public repository of structured organic reaction records The reactants are NCCC1=NN=C2N1C(C=1NC(=NC1N2CCCCC)Br)=O (3-(2-aminoethyl)-7-bromo-9-pentyl-6,9-dihydro-5H-[1,2,4]triazolo[4,3-a]purin-5-one), C1(=CC=CC=C1)N=C=O (phenyl isocyanate). The solvent is CN(C)C=O (DMF), O (water), C(C)#N (acetonitrile). Reaction conditions: time 8 hour. The product is BrC1=NC=2N(C=3N(C(C2N1)=O)C(=NN3)CCNC(=O)NC3=CC=CC=C3)CCCCC (N-[2-(7-bromo-5-oxo-9-pentyl-6,9-dihydro-5H-[1,2,4]triazolo[4,3-a]purin-3-yl)ethyl]-N′-phenylurea). Isolated yield 80.0%. As a reaction SMILES: [NH2:1][CH2:2][CH2:3][C:4]1[N:8]2[C:9](=[O:22])[C:10]3[NH:11][C:12]([Br:21])=[N:13][C:14]=3[N:15]([CH2:16][CH2:17][CH2:18][CH2:19][CH3:20])[C:7]2=[N:6][N:5]=1.[C:23]1([N:29]=[C:30]=[O:31])[CH:28]=[CH:27][CH:26]=[CH:25][CH:24]=1>CN(C=O)C.O.C(#N)C>[Br:21][C:12]1[NH:11][C:10]2[C:9](=[O:22])[N:8]3[C:4]([CH2:3][CH2:2][NH:1][C:30]([NH:29][C:23]4[CH:28]=[CH:27][CH:26]=[CH:25][CH:24]=4)=[O:31])=[N:5][N:6]=[C:7]3[N:15]([CH2:16][CH2:17][CH2:18][CH2:19][CH3:20])[C:14]=2[N:13]=1. Procedure: A mixture of 3-(2-aminoethyl)-7-bromo-9-pentyl-6,9-dihydro-5H-[1,2,4]triazolo[4,3-a]purin-5-one (62 mg, 0.17 mmol) and phenyl isocyanate (0.018 mL, 0.16 mmol) in DMF (5 mL) was stirred at room temperature overnight. The reaction mixture was diluted with water and acetonitrile and then purified by preparative LCMS to give the desired product (about 80% conversion). LCMS calculated for C20H24BrN8O2 (M+H): 487.1; 489.1. found: 487.0, 489.0. Starting materials: OC1(CC1)C=C (1-Hydroxy-1-vinylcyclopropane), C1(=CC=CC=C1)C1(C2=CC=CC=C2C=2C=CC=CC12)O (9-phenyl-9-fluorenol), C1(=CC=C(C=C1)S(=O)(=O)O)C (p-Toluenesulfonic acid). The solvent is C1(=CC=CC=C1)C (toluene). Conditions: temperature 90 celsius. Product: C1(=CC=CC=C1)C1(C2=CC=CC=C2C=2C=CC=CC12)C1(CC1)C=C (1-(9-Phenyl-9-fluorenyl)-1-vinylcyclopropane). RXN SMILES: O[C:2]1([CH:5]=[CH2:6])[CH2:4][CH2:3]1.[C:7]1([C:13]2(O)[C:25]3[CH:24]=[CH:23][CH:22]=[CH:21][C:20]=3[C:19]3[C:14]2=[CH:15][CH:16]=[CH:17][CH:18]=3)[CH:12]=[CH:11][CH:10]=[CH:9][CH:8]=1.C1(C)C=CC(S(O)(=O)=O)=CC=1>C1(C)C=CC=CC=1>[C:7]1([C:13]2([C:2]3([CH:5]=[CH2:6])[CH2:4][CH2:3]3)[C:25]3[CH:24]=[CH:23][CH:22]=[CH:21][C:20]=3[C:19]3[C:14]2=[CH:15][CH:16]=[CH:17][CH:18]=3)[CH:12]=[CH:11][CH:10]=[CH:9][CH:8]=1. Reported procedure: 1-Hydroxy-1-vinylcyclopropane is added to a suspension of 9-phenyl-9-fluorenol (1eq) and AW-300 molecular sieves in anhydrous toluene under an argon atmosphere. p-Toluenesulfonic acid (catalytic amount) is added in one portion. The resulting suspension is heated at 90° C. until the disappearance of starting material is observed by thin layer chromatography. The mixture is filtered to remove the sieves. The resulting filtrate is concentrated in vacuo and the concentrate is purified by flash chrom...